Dataset: the Open Reaction Database (ORD), a public repository of structured organic reaction records. Task: describe an organic reaction: reactants, conditions, products, and yield The reactants are CC1(COC(=O)C1=O)C (ketopantolactone), CS(=O)(=O)N1[C@@H](C[C@@H](C1)P(C1CCCCC1)C1CCCCC1)CP(C1=CC=CC=C1)C1=CC=CC=C1 ((2S,4S)-N-methanesulfonyl-4-dicyclohexylphosphino-2-diphenylphosphinomethylpyrrolidine). Reaction SMILES: [CH3:1][C:2]1([CH3:9])[C:7](=[O:8])[C:5](=[O:6])[O:4][CH2:3]1.CS(N1C[C@@H](P(C2CCCCC2)C2CCCCC2)C[C@H]1CP(C1C=CC=CC=1)C1C=CC=CC=1)(=O)=O>C1C=CC=CC=1>[CH3:1][C:2]1([CH3:9])[C@@H:7]([OH:8])[C:5](=[O:6])[O:4][CH2:3]1. Procedure details: To 50 ml of benzene were added 12.8 g (100 m-mol) of ketopantolactone, 1 mg (0.0025 m-mol) of rhodium 1,5-hexadiene chloride complex compound and 3.0 mg (0.0055 m-mol) of (2S,4S)-N-methanesulfonyl-4-dicyclohexylphosphino-2-diphenylphosphinomethylpyrrolidine (MSCPM) obtained in Example 1(h). An autoclave equipped with a stirrer, a pressure gauge and a thermometer was charged with the above mixture and a treatment was carried out in the same manner as described in Example 13 whereby 12.4 g (yield:... Product: CC1(COC(=O)[C@@H]1O)C (D-pantolactone). The yield is 95.4%. Solvent: C1=CC=CC=C1 (benzene). The reactants are COC1=C(CN(S(=O)(=O)C2=CC=CC=C2)CC2=C3C(=NC=C2)N(C(=C3)C3=CN(C2=CC(=C(C=C32)OC)OC)C)S(=O)(=O)C3=CC=C(C=C3)C)C=CC(=C1)OC (N-(2,4-dimethoxybenzyl)-N-[2-(5,6-dimethoxy-1-methyl-1H-indol-3-yl)-1-(toluene-4-sulfonyl)-1H-pyrrolo[2,3-b]pyrid-4-ylmethyl]benzenesulfonamide), [OH-].[K+] (potassium hydroxide). Yields the product COC1=C(CN(S(=O)(=O)C2=CC=CC=C2)CC2=C3C(=NC=C2)NC(=C3)C3=CN(C2=CC(=C(C=C32)OC)OC)C)C=CC(=C1)OC (N-(2,4-dimethoxybenzyl)-N-[2-(5,6-dimethoxy-1-methyl-1H-indol-3-yl)-1H-pyrrolo[2,3-b]pyrid-4-ylmethyl]benzenesulfonamide). Yield: 138.4%. As a reaction SMILES: [CH3:1][O:2][C:3]1[CH:53]=[C:52]([O:54][CH3:55])[CH:51]=[CH:50][C:4]=1[CH2:5][N:6]([CH2:16][C:17]1[CH:22]=[CH:21][N:20]=[C:19]2[N:23](S(C3C=CC(C)=CC=3)(=O)=O)[C:24]([C:26]3[C:34]4[C:29](=[CH:30][C:31]([O:37][CH3:38])=[C:32]([O:35][CH3:36])[CH:33]=4)[N:28]([CH3:39])[CH:27]=3)=[CH:25][C:18]=12)[S:7]([C:10]1[CH:15]=[CH:14][CH:13]=[CH:12][CH:11]=1)(=[O:9])=[O:8].[OH-].[K+]>>[CH3:1][O:2][C:3]1[CH:53]=[C:52]([O:54][CH3:55])[CH:51]=[CH:50][C:4]=1[CH2:5][N:6]([CH2:16][C:17]1[CH:22]=[CH:21][N:20]=[C:19]2[NH:23][C:24]([C:26]3[C:34]4[C:29](=[CH:30][C:31]([O:37][CH3:38])=[C:32]([O:35][CH3:36])[CH:33]=4)[N:28]([CH3:39])[CH:27]=3)=[CH:25][C:18]=12)[S:7]([C:10]1[CH:11]=[CH:12][CH:13]=[CH:14][CH:15]=1)(=[O:9])=[O:8] |f:1.2|. Reported procedure: N-(2,4-Dimethoxybenzyl)-N-[2-(5,6-dimethoxy-1-methyl-1H-indol-3-yl)-1H-pyrrolo[2,3-b]pyrid-4-ylmethyl]-benzenesulfonamide is prepared as described in Example 179a starting with 0.090 g of N-(2,4-dimethoxybenzyl)-N-[2-(5,6-dimethoxy-1-methyl-1H-indol-3-yl)-1-(toluene-4-sulfonyl)-1H-pyrrolo[2,3-b]pyrid-4-ylmethyl]benzenesulfonamide instead of the [2-(5,6-dimethoxy-1-methyl-1H-indol-3-yl)-1-(toluene-4-sulfonyl)-1H-pyrrolo[2,3-b]pyrid-4-ylmethyl](4-trifluoromethylsulfanylbenzyl)amine used in Example...